This data is from the Open Reaction Database (ORD), a public repository of structured organic reaction records. The task is: describe an organic reaction: reactants, conditions, products, and yield Product: NC1=C(C=C(CNC(=NC(CC2=CN(C3=CC=CC=C23)CC2=CC=C(C=C2)F)=O)N)C=C1Cl)Cl (N-((4-amino-3,5-dichlorobenzylamino)(amino)methylene)-2-(1-(4-fluorobenzyl)-1H-indol-3-yl)acetamide). RXN SMILES: [Cl:1][C:2]1[CH:7]=[C:6]([CH2:8][NH:9][C:10]([NH2:26])=[N:11][C:12](=[O:25])[CH2:13][C:14]2[C:22]3[C:17](=[CH:18][CH:19]=[C:20](OC)[CH:21]=3)[NH:16][CH:15]=2)[CH:5]=[C:4]([Cl:27])[C:3]=1[NH:28]C(=O)C.[F:32][C:33]1[CH:52]=[CH:51][C:36]([CH2:37]N2C3C(=CC=CC=3)C(CC(O)=O)=C2)=[CH:35][CH:34]=1.ClC1C=C(C=C(Cl)C=1N)CN>>[NH2:28][C:3]1[C:2]([Cl:1])=[CH:7][C:6]([CH2:8][NH:9][C:10]([NH2:26])=[N:11][C:12](=[O:25])[CH2:13][C:14]2[C:22]3[C:17](=[CH:18][CH:19]=[CH:20][CH:21]=3)[N:16]([CH2:37][C:36]3[CH:51]=[CH:52][C:33]([F:32])=[CH:34][CH:35]=3)[CH:15]=2)=[CH:5][C:4]=1[Cl:27]. The reactants are ClC1=C(C(=CC(=C1)CNC(=NC(CC1=CNC2=CC=C(C=C12)OC)=O)N)Cl)NC(C)=O (N-(2,6-Dichloro-4-{N′-[2-(5-methoxy-1H-indol-3-yl)-acetyl]-guanidinomethyl}-phenyl)-acetamide), ClC=1C=C(CN)C=C(C1N)Cl (3,5-dichloro-4-aminobenzylamine), ( B ), FC1=CC=C(CN2C=C(C3=CC=CC=C23)CC(=O)O)C=C1 (2-(1-(4-fluorobenzyl)-1H-indol-3-yl)acetic acid), ( A ), 498.08. Reported procedure: In a manner similar to that used in the preparation of the compound of example 2, but using 2-(1-(4-fluorobenzyl)-1H-indol-3-yl)acetic acid in step 6 (A) and 3,5-dichloro-4-aminobenzylamine (preparation A) in step 6 (B), the title compound was prepared. MS (ESI) (M+H)+=498.08 1H-NMR(500 MHz, CD3OD) δ 7.58 (d, J=7.63 Hz, 1 H), 7.26-7.40 (m, 2 H), 7.13-7.25 (m, 5 H), 7.05-7.13 (m, 1 H), 7.01 (t, J=8.70 Hz, 2 H), 5.33 (s, 2 H), 4.32 (s, 2 H), 3.96 (s, 2 H). Reported procedure: 2-[(3-bromo-2,5-dichlorophenyl)oxy]-1-chloro-3-fluoro-4-methylbenzene (2.0 g, 5.20 mmol) was combined with dicyanozinc (0.305 g, 2.60 mmol) and tetrakis(triphenylphosphine)palladium(0) (0.601 g, 0.520 mmol) and heated at 120° C. for 60 min in a microwave reactor under an inert atmosphere. The reaction mixture was diluted with EtOAc, washed four times with water, dried over MgSO4, filtered and concentrated to dryness. The residue was purified on 120 g silica eluted successively with 100% hexanes ... Reaction SMILES: Br[C:2]1[C:3]([Cl:19])=[C:4]([O:9][C:10]2[C:15]([F:16])=[C:14]([CH3:17])[CH:13]=[CH:12][C:11]=2[Cl:18])[CH:5]=[C:6]([Cl:8])[CH:7]=1.[C:20]([Zn]C#N)#[N:21]>CCOC(C)=O.C1C=CC([P]([Pd]([P](C2C=CC=CC=2)(C2C=CC=CC=2)C2C=CC=CC=2)([P](C2C=CC=CC=2)(C2C=CC=CC=2)C2C=CC=CC=2)[P](C2C=CC=CC=2)(C2C=CC=CC=2)C2C=CC=CC=2)(C2C=CC=CC=2)C2C=CC=CC=2)=CC=1>[Cl:19][C:3]1[C:4]([O:9][C:10]2[C:11]([Cl:18])=[CH:12][CH:13]=[C:14]([CH3:17])[C:15]=2[F:16])=[CH:5][C:6]([Cl:8])=[CH:7][C:2]=1[C:20]#[N:21] |^1:34,36,55,74|. The product is ClC1=C(C#N)C=C(C=C1OC1=C(C(=CC=C1Cl)C)F)Cl (2,5-dichloro-3-[(6-chloro-2-fluoro-3-methylphenyl)oxy]benzonitrile). Conditions: temperature 120 celsius. Solvent: CCOC(=O)C (EtOAc). The reagents and catalysts are C=1C=CC(=CC1)[P](C=2C=CC=CC2)(C=3C=CC=CC3)[Pd]([P](C=4C=CC=CC4)(C=5C=CC=CC5)C=6C=CC=CC6)([P](C=7C=CC=CC7)(C=8C=CC=CC8)C=9C=CC=CC9)[P](C=1C=CC=CC1)(C=1C=CC=CC1)C=1C=CC=CC1 (tetrakis(triphenylphosphine)palladium(0)). The reactants are BrC=1C(=C(C=C(C1)Cl)OC1=C(C=CC(=C1F)C)Cl)Cl (2-[(3-bromo-2,5-dichlorophenyl)oxy]-1-chloro-3-fluoro-4-methylbenzene), C(#N)[Zn]C#N (dicyanozinc). The yield is 117.7%. Starting materials: ClC(=O)OCC (ethyl chloroformate), COC(C(C)N)OC (2-aminopropionaldehyde dimethyl acetal), [OH-].[Na+] (NaOH). Run in C1(=CC=CC=C1)C (toluene), O (water). Conditions: time 2 hour. The product is COC(C(C)NC(=O)OCC)OC (N-(1,1-Dimethoxyprop-2-yl)-urethane). RXN SMILES: Cl[C:2]([O:4][CH2:5][CH3:6])=[O:3].[CH3:7][O:8][CH:9]([O:13][CH3:14])[CH:10]([NH2:12])[CH3:11].[OH-].[Na+]>C1(C)C=CC=CC=1.O>[CH3:7][O:8][CH:9]([O:13][CH3:14])[CH:10]([NH:12][C:2]([O:4][CH2:5][CH3:6])=[O:3])[CH3:11] |f:2.3|. Procedure details: 80 g (0.73 mol) of ethyl chloroformate are added dropwise to 86.2 g (0.72 mol) of 2-aminopropionaldehyde dimethyl acetal in 350 ml of toluene and 32 g (0.8 mol) of NaOH in 300 ml of water. The mixture is stirred at room temperature for a further 2 hours, the organic phase is separated off, the aqueous phase is extracted with toluene and the toluene solutions are dried over K2CO3. The solution is concentrated and the residue is distilled. Reactants: NC=1C(=C(C(=O)O)C=CC1)C (3-Amino-2-methylbenzoic acid), Br (HBr), N(=O)[O-].[Na+] (NaNO2), diazonium salt, CuBr, Br (HBr). Run in O (H2O). Reaction conditions: temperature 0 celsius, time 8 hour. Yields the product BrC=1C(=C(C(=O)O)C=CC1)C (3-bromo-2-methylbenzoic acid). Reaction SMILES: N[C:2]1[C:3]([CH3:11])=[C:4]([CH:8]=[CH:9][CH:10]=1)[C:5]([OH:7])=[O:6].N([O-])=O.[Na+].[BrH:16]>O>[Br:16][C:2]1[C:3]([CH3:11])=[C:4]([CH:8]=[CH:9][CH:10]=1)[C:5]([OH:7])=[O:6] |f:1.2|. Procedure details: 3-Amino-2-methylbenzoic acid (6.16 g) was heated at reflux for 30 minutes in concentrated HBr. The mixture was cooled to 0° C. and treated with a solution of NaNO2 at 0° C. (2.8 g in 5.6 mL H2O). The resultant diazonium salt solution was slowly added to a preheated (60-70° C.) solution of CuBr (3.8 g) in 3.2 mL concentrated HBr. After the addition, the mixture was stirred overnight at room temperature and filtered. The recovered filter cake was washed first with water and then with 10% HCl, and ... Starting materials: C(#N)C1=CC(=C(CNC(C(N2C(C3=CC=C(C=C3C2)OC)=O)OCC)=O)C=C1)O ((RS)-N-(4-Cyano-2-hydroxy-benzyl)-2-ethoxy-2-(5-methoxy-1-oxo-1,3-dihydro-isoindol-2-yl)-acetamide), C(C)(=O)[O-] (acetate), ClCC(=O)NC (2-chloro-N-methylacetamide), [I-].[K+] (potassium iodide), C([O-])([O-])=O.[Cs+].[Cs+] (cesium carbonate). Solvent: C(C)#N (acetonitrile). Yields the product C(#N)C1=CC(=C(C(NC(C(N2C(C3=CC=C(C=C3C2)OC)=O)OCC)=O)OC)C=C1)C(NC)=O ((RS )-N-(4-cyano-2-methylcarbamoyl methoxy-benzyl)-2-ethoxy-2-(5-methoxy-1-oxo-1,3-dihydro-isoindol-2-yl)-acetamide). Reaction SMILES: [C:1]([C:3]1[CH:28]=[CH:27][C:6]([CH2:7][NH:8][C:9](=[O:26])[CH:10]([O:23][CH2:24][CH3:25])[N:11]2[CH2:19][C:18]3[C:13](=[CH:14][CH:15]=[C:16]([O:20][CH3:21])[CH:17]=3)[C:12]2=[O:22])=[C:5](O)[CH:4]=1)#[N:2].[C:30]([O-])(=[O:32])C.ClC[C:36]([NH:38][CH3:39])=[O:37].[I-].[K+].C(=O)([O-])[O-].[Cs+].[Cs+]>C(#N)C>[C:1]([C:3]1[CH:28]=[CH:27][C:6]([CH:7]([O:32][CH3:30])[NH:8][C:9](=[O:26])[CH:10]([O:23][CH2:24][CH3:25])[N:11]2[CH2:19][C:18]3[C:13](=[CH:14][CH:15]=[C:16]([O:20][CH3:21])[CH:17]=3)[C:12]2=[O:22])=[C:5]([C:36](=[O:37])[NH:38][CH3:39])[CH:4]=1)#[N:2] |f:3.4,5.6.7|. Procedure details: (RS)-N-(4-Cyano-2-hydroxy-benzyl)-2-ethoxy-2-(5-methoxy-1-oxo-1,3-dihydro-isoindol-2-yl)-acetamide (intermediate of example 64, 101 mg) was dissolved in acetonitrile (2.2 ml) and treated over night under vigorous stirring at 40° C. with 2-chloro-N-methylacetamide (29 mg), potassium iodide (42 mg), and cesium carbonate (92 mg). Pouring onto crashed ice/NH4Cl, twofold extraction with AcOEt, washing with water, drying over sodium sulfate, and evaporation of the solvents, followed by flash column ch... Reported procedure: To a solution of 4-formyl benzoic acid methyl (10.0 g) in chloroform (300 ml), 4-chlorobenzylamine (11.2 g) was added, and the mixed solution was stirred for 15 min. Then, to the resulting solution, sodium triacetoxyborohydride (16.8 g) was added, and the mixed solution was stirred at room temperature for two hours. To the resulting solution, acetic acid (10.5 ml) was added, and the solution was stirred for four hours. Saturated sodium bicarbonate water was added, followed by extraction with chl... Yield: 78.2%. Reaction conditions: time 15 minute. Reactants: COC(=O)C1=CC=C(C=C1)C=O (4-formyl benzoic acid methyl), ClC1=CC=C(CN)C=C1 (4-chlorobenzylamine), O.C([O-])(O)=O.[Na+] (sodium bicarbonate water), C(C)(=O)O[BH-](OC(C)=O)OC(C)=O.[Na+] (sodium triacetoxyborohydride). The product is ClC1=CC=C(CNCC2=CC=C(C(=O)OC)C=C2)C=C1 (methyl 4-{[(4-chlorobenzyl)amino]methyl}benzoate). The solvent is C(Cl)(Cl)Cl (chloroform), C(C)(=O)O (acetic acid). RXN SMILES: [CH3:1][O:2][C:3]([C:5]1[CH:10]=[CH:9][C:8]([CH:11]=O)=[CH:7][CH:6]=1)=[O:4].[Cl:13][C:14]1[CH:21]=[CH:20][C:17]([CH2:18][NH2:19])=[CH:16][CH:15]=1.C(O[BH-](OC(=O)C)OC(=O)C)(=O)C.[Na+].O.C(=O)(O)[O-].[Na+]>C(Cl)(Cl)Cl.C(O)(=O)C>[Cl:13][C:14]1[CH:21]=[CH:20][C:17]([CH2:18][NH:19][CH2:11][C:8]2[CH:9]=[CH:10][C:5]([C:3]([O:2][CH3:1])=[O:4])=[CH:6][CH:7]=2)=[CH:16][CH:15]=1 |f:2.3,4.5.6|. Reactants: ClCCl (dichloromethane), C1(=CC=CC=C1)N1CCN(CC1)C(=O)N (4-phenylpiperazine-1-carboxamide), CN=C=O (methyl isocyanate), stannic chloride. Run in O (water). Yields the product CNC(NC(=O)N1CCN(CC1)C1=CC=CC=C1)=O (1-(4-methylallophanoyl)-4-phenylpiperazine). The yield is 51.5%. Reaction SMILES: ClCCl.[C:4]1([N:10]2[CH2:15][CH2:14][N:13]([C:16]([NH2:18])=[O:17])[CH2:12][CH2:11]2)[CH:9]=[CH:8][CH:7]=[CH:6][CH:5]=1.[CH3:19][N:20]=[C:21]=[O:22]>O>[CH3:19][NH:20][C:21](=[O:22])[NH:18][C:16]([N:13]1[CH2:12][CH2:11][N:10]([C:4]2[CH:9]=[CH:8][CH:7]=[CH:6][CH:5]=2)[CH2:15][CH2:14]1)=[O:17]. Procedure details: Into 70 ml of dichloromethane, were dissolved 4.1 g of 4-phenylpiperazine-1-carboxamide and 1.2 g of methyl isocyanate. To the solution, while being stirred and cooled in ice, was added dropwise 5.2 g of stannic chloride. After 15 hours of reaction at room temperature, water was added to separate an organic layer. The organic layer was dried over anhydrous sodium sulfate and freed from the solvent by distillation. The residue was recrystallized from ethanol to obtain 2.7 g (51% yield) of 1-(4-me...